Dataset: the Open Reaction Database (ORD), a public repository of structured organic reaction records. Task: describe an organic reaction: reactants, conditions, products, and yield Run in CN(C)C=O (DMF). The reactants are BrCC1=CC=C(C=C1)N1C(=CC=C1)C#N (1-(4-(bromomethyl)phenyl)-2-cyanopyrrole), C1(C=2C(C(N1)=O)=CC=CC2)=O.[K] (potassium phthalimide), ice. Run at temperature 70 celsius, time 10 hour. Product: C(#N)C=1N(C=CC1)C1=CC=C(C=C1)CN1C(C2=CC=CC=C2C1=O)=O (2-Cyano-1-[4-((1,3-dihydro-1,3-dioxo-2H-isoindol-2-yl)methyl)phenyl]pyrrole). Procedure details: 17.0 g (65.1 mmol) 1-(4-(bromomethyl)phenyl)-2-cyanopyrrole (prepared according to P. R. Bovy et al., J. Med Chem. 1993, 36, 101) and 22.0 g (119 mmol) potassium phthalimide were dissolved in 2 ml dry DMF and stirred at 70° C. for 10 h. It was cooled to room temperature, and 600 ml ice-cold water were added. After extraction with ethyl acetate, the organic layer was dried over sodium sulfate, and evaporated in vacuo. The remaining oil solidified upon standing, and it was stirred with t-butylmeth... RXN SMILES: Br[CH2:2][C:3]1[CH:8]=[CH:7][C:6]([N:9]2[CH:13]=[CH:12][CH:11]=[C:10]2[C:14]#[N:15])=[CH:5][CH:4]=1.[C:16]1(=[O:26])[NH:20][C:19](=[O:21])[C:18]2=[CH:22][CH:23]=[CH:24][CH:25]=[C:17]12.[K]>CN(C=O)C>[C:14]([C:10]1[N:9]([C:6]2[CH:7]=[CH:8][C:3]([CH2:2][N:20]3[C:16](=[O:26])[C:17]4[C:18](=[CH:22][CH:23]=[CH:24][CH:25]=4)[C:19]3=[O:21])=[CH:4][CH:5]=2)[CH:13]=[CH:12][CH:11]=1)#[N:15] |f:1.2,^1:26|. The product is COC(=O)c1cc(Cl)ccc1NC(=O)COCC(=O)Nc1ccc(Cl)cc1. Reaction SMILES: [Cl:1][c:2]1[cH:3][c:4]([C:17](=[O:18])[O:19][CH3:20])[c:5]([NH:8][C:9]([CH2:10][O:11][CH2:12][C:13](=[O:14])[OH:15])=[O:16])[cH:6][cH:7]1.[NH2:21][c:22]1[cH:23][cH:24][c:25]([Cl:26])[cH:27][cH:28]1>>[Cl:1][c:2]1[cH:3][c:4]([C:17](=[O:18])[O:19][CH3:20])[c:5]([NH:8][C:9]([CH2:10][O:11][CH2:12][C:13](=[O:15])[NH:21][c:22]2[cH:23][cH:24][c:25]([Cl:26])[cH:27][cH:28]2)=[O:16])[cH:6][cH:7]1. The reactants are COC(=O)c1cc(Cl)ccc1NC(=O)COCC(=O)O, Nc1ccc(Cl)cc1. Starting materials: mixture, ClCC(CC(=O)Cl)=O (4-chloroacetoacetyl chloride), C(C)O (ethanol), S(=O)(Cl)Cl (thionyl chloride), S(=O)(OCC)OCC (diethyl sulfite). Reported procedure: 206.6 g (0.47 mol) of a 35 percent mixture of 4-chloroacetoacetyl chloride in methylene chloride was cooled to -10° C. Under nitrogen, 147.2 g (3.2 mol) of ethanol was added in 30 minutes, and then 83.3 g (0.7 mol) of thionyl chloride was added in 30 minutes (formation of diethyl sulfite). The temperature was raised to 55° to 60° C. in an hour, and then it was stirred for 1 hour more at 55° to 60° C. Then the excess ethanol and methylene chloride was distilled off at reduced pressure. The residu... Run in C(Cl)Cl (methylene chloride). The product is C(C)OC(\C=C(/CCl)\OCC)=O (4-chloro-3-ethoxy-but-2E-enoic acid ethyl ester). RXN SMILES: [Cl:1][CH2:2][C:3](=[O:8])[CH2:4][C:5](Cl)=[O:6].[CH2:9]([OH:11])[CH3:10].S(Cl)(Cl)=O.S(OCC)(O[CH2:19][CH3:20])=O>C(Cl)Cl>[CH2:9]([O:11][C:5](=[O:6])/[CH:4]=[C:3](/[O:8][CH2:19][CH3:20])\[CH2:2][Cl:1])[CH3:10]. Reaction conditions: temperature 130 celsius, time 1 hour. Reactants: [BH4-], COC(=O)Cn1nnnc1C=C1CN(C(c2ccccc2)(c2ccccc2)c2ccccc2)CCC1=O, [Na+]. Yields the product COC(=O)Cn1nnnc1C=C1CN(C(c2ccccc2)(c2ccccc2)c2ccccc2)CCC1O. Reaction SMILES: [BH4-:38].[CH3:1][O:2][C:3](=[O:4])[CH2:5][n:6]1[n:7][n:8][n:9][c:10]1[CH:11]=[C:12]1[CH2:13][N:14]([C:19]([c:20]2[cH:21][cH:22][cH:23][cH:24][cH:25]2)([c:26]2[cH:27][cH:28][cH:29][cH:30][cH:31]2)[c:32]2[cH:33][cH:34][cH:35][cH:36][cH:37]2)[CH2:15][CH2:16][C:17]1=[O:18].[Na+:39]>>[CH3:1][O:2][C:3](=[O:4])[CH2:5][n:6]1[n:7][n:8][n:9][c:10]1[CH:11]=[C:12]1[CH2:13][N:14]([C:19]([c:20]2[cH:21][cH:22][cH:23][cH:24][cH:25]2)([c:26]2[cH:27][cH:28][cH:29][cH:30][cH:31]2)[c:32]2[cH:33][cH:34][cH:35][cH:36][cH:37]2)[CH2:15][CH2:16][CH:17]1[OH:18]. The reactants are C1(=CC=CC=C1)C1CNS(CC1)(=O)=O (4-phenyltetrahydro-2H-1,2-thiazine 1,1-dioxide), BrC=1C=C(C(=O)OC)C=C(C1)[N+](=O)[O-] (methyl 3-bromo-5-nitrobenzoate), C(=O)([O-])[O-].[Cs+].[Cs+] (Cs2CO3), CC1(C2=C(C(=CC=C2)P(C3=CC=CC=C3)C4=CC=CC=C4)OC5=C(C=CC=C51)P(C6=CC=CC=C6)C7=CC=CC=C7)C (Xantphos). Reagents/catalysts: C=1C=CC(=CC1)/C=C/C(=O)/C=C/C2=CC=CC=C2.C=1C=CC(=CC1)/C=C/C(=O)/C=C/C2=CC=CC=C2.C=1C=CC(=CC1)/C=C/C(=O)/C=C/C2=CC=CC=C2.[Pd].[Pd] (tris(dibenzylideneacetone)dipalladium(0)). The solvent is C1(=CC=CC=C1)C (toluene). Run at temperature 120 celsius, time 5 hour. Yields the product O=S1(N(CC(CC1)C1=CC=CC=C1)C=1C=C(C(=O)OC)C=C(C1)[N+](=O)[O-])=O (Methyl 3-(1,1-dioxido-4-phenyltetrahydro-2H-1,2-thiazin-2-yl)-5-nitrobenzoate). Isolated yield 59.9%. Reaction SMILES: Br[C:2]1[CH:3]=[C:4]([CH:9]=[C:10]([N+:12]([O-:14])=[O:13])[CH:11]=1)[C:5]([O:7][CH3:8])=[O:6].C([O-])([O-])=O.[Cs+].[Cs+].CC1(C)C2C(=C(P(C3C=CC=CC=3)C3C=CC=CC=3)C=CC=2)OC2C(P(C3C=CC=CC=3)C3C=CC=CC=3)=CC=CC1=2.[C:63]1([CH:69]2[CH2:74][CH2:73][S:72](=[O:76])(=[O:75])[NH:71][CH2:70]2)[CH:68]=[CH:67][CH:66]=[CH:65][CH:64]=1>C1C=CC(/C=C/C(/C=C/C2C=CC=CC=2)=O)=CC=1.C1C=CC(/C=C/C(/C=C/C2C=CC=CC=2)=O)=CC=1.C1C=CC(/C=C/C(/C=C/C2C=CC=CC=2)=O)=CC=1.[Pd].[Pd].C1(C)C=CC=CC=1>[O:75]=[S:72]1(=[O:76])[CH2:73][CH2:74][CH:69]([C:63]2[CH:64]=[CH:65][CH:66]=[CH:67][CH:68]=2)[CH2:70][N:71]1[C:2]1[CH:3]=[C:4]([CH:9]=[C:10]([N+:12]([O-:14])=[O:13])[CH:11]=1)[C:5]([O:7][CH3:8])=[O:6] |f:1.2.3,6.7.8.9.10|. Reported procedure: A flask was charged under nitrogen with methyl 3-bromo-5-nitrobenzoate (D11) (136 mg, 0.52 mmol, 1,1 equiv), Cs2CO3 (216 mg, 0.66 mmol, 1.4 equiv), tris(dibenzylideneacetone)dipalladium(0) (22 mg, 0.023 mmol, 0.05 equiv), Xantphos (27 mg, 0.047 mmol, 0.1 equiv) and toluene (10 ml). 4-phenyltetrahydro-2H-1,2-thiazine 1,1-dioxide (J. Morris, D. G. Wishka J. Org. Chem. 1991, 56, 3549-3556, 100 mg, 0.47 mmol, 1 equiv) was then added and the resulting mixture was stirred at 120° C. for 5 h then coole... The reactants are NC(=O)CBr, CS(=O)c1cc(-c2ccccc2OCc2ccccc2)[nH]c(=O)c1C#N, [K+], [K+], O=C([O-])[O-], CN(C)C=O, O. Yields the product CS(=O)c1cc(-c2ccccc2OCc2ccccc2)nc(OCC(N)=O)c1C#N. RXN SMILES: [Br:27][CH2:28][C:29](=[O:30])[NH2:31].[CH2:1]([c:2]1[cH:3][cH:4][cH:5][cH:6][cH:7]1)[O:8][c:9]1[c:10](-[c:15]2[cH:16][c:17]([S:24](=[O:25])[CH3:26])[c:18]([C:22]#[N:23])[c:19](=[O:21])[nH:20]2)[cH:11][cH:12][cH:13][cH:14]1.[K+:32].[K+:33].[O-:34][C:35]([O-:36])=[O:37].[O:39]=[CH:40][N:41]([CH3:42])[CH3:43].[OH2:38]>>[CH2:1]([c:2]1[cH:3][cH:4][cH:5][cH:6][cH:7]1)[O:8][c:9]1[c:10](-[c:15]2[cH:16][c:17]([S:24](=[O:25])[CH3:26])[c:18]([C:22]#[N:23])[c:19]([O:21][CH2:28][C:29](=[O:30])[NH2:31])[n:20]2)[cH:11][cH:12][cH:13][cH:14]1. The reactants are Cc1ccccc1, [H][H], O=[N+]([O-])c1c(Oc2ccccc2)nc2c(c1NCCOCCCc1cccnc1)CCCC2. Yields the product Nc1c(Oc2ccccc2)nc2c(c1NCCOCCCc1cccnc1)CCCC2. Reaction SMILES: [CH3:36][c:37]1[cH:38][cH:39][cH:40][cH:41][cH:42]1.[H:34][H:35].[N+:1]([O-:2])(=[O:3])[c:4]1[c:5]([O:27][c:28]2[cH:29][cH:30][cH:31][cH:32][cH:33]2)[n:6][c:7]2[c:12]([c:13]1[NH:14][CH2:15][CH2:16][O:17][CH2:18][CH2:19][CH2:20][c:21]1[cH:22][n:23][cH:24][cH:25][cH:26]1)[CH2:11][CH2:10][CH2:9][CH2:8]2>>[NH2:1][c:4]1[c:5]([O:27][c:28]2[cH:29][cH:30][cH:31][cH:32][cH:33]2)[n:6][c:7]2[c:12]([c:13]1[NH:14][CH2:15][CH2:16][O:17][CH2:18][CH2:19][CH2:20][c:21]1[cH:22][n:23][cH:24][cH:25][cH:26]1)[CH2:11][CH2:10][CH2:9][CH2:8]2.